From a dataset of the Open Reaction Database (ORD), a public repository of structured organic reaction records. describe an organic reaction: reactants, conditions, products, and yield Product: CSc1nnc(N(C(=O)CCl)c2c(C)cccc2C)n1C. RXN SMILES: [CH2:23]([O:24][CH2:25][CH3:26])[CH3:27].[CH3:1][c:2]1[c:3]([NH:9][c:10]2[n:11][n:12][c:13]([S:16][CH3:17])[n:14]2[CH3:15])[c:4]([CH3:8])[cH:5][cH:6][cH:7]1.[CH3:28][c:29]1[cH:30][cH:31][cH:32][cH:33][cH:34]1.[Cl:18][CH2:19][C:20](=[O:21])[Cl:22]>>[CH3:1][c:2]1[c:3]([N:9]([c:10]2[n:11][n:12][c:13]([S:16][CH3:17])[n:14]2[CH3:15])[C:20]([CH2:19][Cl:18])=[O:21])[c:4]([CH3:8])[cH:5][cH:6][cH:7]1. Starting materials: CCOCC, CSc1nnc(Nc2c(C)cccc2C)n1C, Cc1ccccc1, O=C(Cl)CCl. The reactants are Cl.NC1(CC1)C#N (1-aminocyclopropanecarbonitrile hydrochloride), C(C)(C)N(CC)C(C)C (diisopropylethylamine), ClC1=C(C=C2C=C(N(C2=C1)CC)C(NC(C(F)(F)F)C1=CC(=CC=C1)C(F)(F)F)=O)C(=O)O (6-Chloro-1-ethyl-2-({2,2,2-trifluoro-1-[3-(trifluoromethyl)phenyl]ethyl}carbamoyl)-1H-indole-5-carboxylic acid), C(C(=O)Cl)(=O)Cl (oxalyl chloride). Reagents/catalysts: CN(C=O)C (N,N-Dimethylformamide). Solvent: ClCCl (dichloromethane), C(C)(=O)OCC (ethyl acetate), ClCCl (dichloromethane). Reaction conditions: temperature 40 celsius, time 30 minute. Product: ClC1=C(C=C2C=C(N(C2=C1)CC)C(=O)NC(C(F)(F)F)C1=CC(=CC=C1)C(F)(F)F)C(=O)NC1(CC1)C#N (6-chloro-N5-(1-cyanocyclopropyl)-1-ethyl-N2-{2,2,2-trifluoro-1-[3-(trifluoromethyl)phenyl]ethyl}-1H-indole-2,5-dicarboxamide). Yield: 26.9%. As a reaction SMILES: [Cl:1][C:2]1[CH:10]=[C:9]2[C:5]([CH:6]=[C:7]([C:13](=[O:30])[NH:14][CH:15]([C:20]3[CH:25]=[CH:24][CH:23]=[C:22]([C:26]([F:29])([F:28])[F:27])[CH:21]=3)[C:16]([F:19])([F:18])[F:17])[N:8]2[CH2:11][CH3:12])=[CH:4][C:3]=1[C:31]([OH:33])=O.C(Cl)(=O)C(Cl)=O.Cl.[NH2:41][C:42]1([C:45]#[N:46])[CH2:44][CH2:43]1.C(N(C(C)C)CC)(C)C>ClCCl.CN(C)C=O.C(OCC)(=O)C>[Cl:1][C:2]1[CH:10]=[C:9]2[C:5]([CH:6]=[C:7]([C:13]([NH:14][CH:15]([C:20]3[CH:25]=[CH:24][CH:23]=[C:22]([C:26]([F:27])([F:28])[F:29])[CH:21]=3)[C:16]([F:19])([F:17])[F:18])=[O:30])[N:8]2[CH2:11][CH3:12])=[CH:4][C:3]=1[C:31]([NH:41][C:42]1([C:45]#[N:46])[CH2:44][CH2:43]1)=[O:33] |f:2.3|. Reported procedure: 6-Chloro-1-ethyl-2-({2,2,2-trifluoro-1-[3-(trifluoromethyl)phenyl]ethyl}carbamoyl)-1H-indole-5-carboxylic acid (93% pure; 0.116 g, 0.22 mmol) was dissolved in dichloromethane (2.5 ml). N,N-Dimethylformamide (1 drop) and oxalyl chloride (0.058 ml, 0.66 mmol) were successively added dropwise. The reaction mixture was stirred at room temperature for 30 min and at 40° C. for 30 min, and then the solvent was removed under reduced pressure. The residue was dissolved in dichloromethane (2.5 ml) and add... Starting materials: FC(C=1C=C(C=CC1)O)(F)F (3-(Trifluoromethyl)phenol), FC1=CC=C(C=O)C=C1 (4-Fluorobenzaldehyde), C(=O)([O-])[O-].[Cs+].[Cs+] (Cs2CO3). Solvent: CN(C=O)C (N,N-Dimethylformamide). The product is FC(C=1C=C(C=CC1)OC1=CC=C(C=O)C=C1)(F)F (4-{[3-(Trifluoromethyl)phenyl]oxy}benzaldehyde). The yield is 124.8%. Reaction SMILES: [F:1][C:2]([F:11])([F:10])[C:3]1[CH:4]=[C:5]([OH:9])[CH:6]=[CH:7][CH:8]=1.F[C:13]1[CH:20]=[CH:19][C:16]([CH:17]=[O:18])=[CH:15][CH:14]=1.C([O-])([O-])=O.[Cs+].[Cs+]>CN(C)C=O>[F:1][C:2]([F:10])([F:11])[C:3]1[CH:4]=[C:5]([O:9][C:13]2[CH:20]=[CH:19][C:16]([CH:17]=[O:18])=[CH:15][CH:14]=2)[CH:6]=[CH:7][CH:8]=1 |f:2.3.4|. Procedure: A solution of 3-(Trifluoromethyl)phenol (2.0 g, 12.34 mmol), 4-Fluorobenzaldehyde (2.0 g, 16.11 mmol), and Cs2CO3 (5.0 g, 15.35 mmol) in N,N-Dimethylformamide (DMF) (20 mL) was heated at 100° C. for 2 h, then cooled to rt. The solid suspension was removed by filtration over silica pad, and concentrated to afford crude title product (4.1 g) as a yellow liquid. LC-MS (ESI): m/z 267 [M+H]+; 3.60 min (ret time). Starting materials: N(=O)[O-].[Na+] (sodium nitrite), C(CC)(=O)OC(CC)=O (propionic anhydride), S(=O)([O-])S(=O)[O-].[Na+].[Na+] (sodium hydrosulfite), C(#N)CC(=O)OCC (ethyl cyanoacetate), C(CC)(=O)O (propionic acid). The solvent is O (water). Run at time 1.5 hour. The product is C(=O)(OCC)C(NC(CC)=O)C#N (N-(carbethoxycyanomethyl)propionamide). Reaction SMILES: [N:1]([O-])=O.[Na+].[C:5]([CH2:7][C:8]([O:10][CH2:11][CH3:12])=[O:9])#[N:6].[C:13]([OH:17])(=O)[CH2:14][CH3:15].C(OC(=O)CC)(=O)CC.S(S([O-])=O)([O-])=O.[Na+].[Na+]>O>[C:8]([CH:7]([C:5]#[N:6])[NH:1][C:13](=[O:17])[CH2:14][CH3:15])([O:10][CH2:11][CH3:12])=[O:9] |f:0.1,5.6.7|. Procedure: To 16 g. sodium nitrite, 60 ml. water and 22.6 g. ethyl cyanoacetate cooled to approximately 5° C. was added 16 ml. propionic acid. After stirring the reaction mixture at 0°-5° C. for 1.5 hours, 200 g. ice and 50 ml. propionic anhydride were added. Finally, 70 g. sodium hydrosulfite was added in portions over a time period of from about 5 to about 10 minutes. Stirring was continued for one hour, and the precipitated solid was collected by filtration. The solids were then washed with 60 ml. hot a... Starting materials: C(C1=CC=CC=C1)N1C(N(CC1)[C@H](C(=O)N[C@H]([C@H](C[C@H](CC1=CC=C(C=C1)C1=NC=CC=C1)NC([C@@H](NC(=O)OC)C(C)(C)C)=O)OCSC)CC1=CC=CC=C1)C(C)(C)C)=O (N1-[(1S,3S,4S)-4-{[(2S)-2-(3-benzyl-2-oxoimidazolidin-1-yl)-3,3-dimethylbutanoyl]amino}-3-[(methylthio)methoxy]-5-phenyl-1-(4-pyridin-2-ylbenzyl)pentyl]-N2-(methoxycarbonyl)-3-methyl-L-valinamide), Cl.CN(CC(=O)O)C (N,N-dimethylglycine hydrochloride), IN1C(CCC1=O)=O (N-iodosuccinimide), Cl (HCl). The solvent is 1,2-dichloromethane, O1CCOCC1 (dioxane). Run at time 2 hour. Product: CN(C)CC(=O)OCO[C@@H](C[C@@H](NC([C@@H](NC(OC)=O)C(C)(C)C)=O)CC1=CC=C(C=C1)C1=NC=CC=C1)[C@H](CC1=CC=CC=C1)NC([C@H](C(C)(C)C)N1C(N(CC1)CC1=CC=CC=C1)=O)=O ((3S,5S,8S)-3-((1S)-1-{[(2S)-2-(3-benzyl-2-oxoimidazolidin-1-yl)-3,3-dimethylbutanoyl]amino}-2-phenylethyl)-8-tert-butyl-7,10-dioxo-5-(4-pyridin-2-ylbenzyl)-2,11-dioxa-6,9-diazadodec-1-yl (dimethylamino)acetate), bis hydrochloride. Isolated yield 77.0%. As a reaction SMILES: [CH2:1]([N:8]1[CH2:12][CH2:11][N:10]([C@@H:13]([C:58]([CH3:61])([CH3:60])[CH3:59])[C:14]([NH:16][C@@H:17]([CH2:51][C:52]2[CH:57]=[CH:56][CH:55]=[CH:54][CH:53]=2)[C@@H:18]([O:47][CH2:48]SC)[CH2:19][C@@H:20]([NH:34][C:35](=[O:46])[C@H:36]([C:42]([CH3:45])([CH3:44])[CH3:43])[NH:37][C:38]([O:40][CH3:41])=[O:39])[CH2:21][C:22]2[CH:27]=[CH:26][C:25]([C:28]3[CH:33]=[CH:32][CH:31]=[CH:30][N:29]=3)=[CH:24][CH:23]=2)=[O:15])[C:9]1=[O:62])[C:2]1[CH:7]=[CH:6][CH:5]=[CH:4][CH:3]=1.Cl.[CH3:64][N:65]([CH3:70])[CH2:66][C:67]([OH:69])=[O:68].IN1C(=O)CCC1=O.Cl>O1CCOCC1>[CH3:64][N:65]([CH2:66][C:67]([O:69][CH2:48][O:47][C@H:18]([C@@H:17]([NH:16][C:14](=[O:15])[C@@H:13]([N:10]1[CH2:11][CH2:12][N:8]([CH2:1][C:2]2[CH:3]=[CH:4][CH:5]=[CH:6][CH:7]=2)[C:9]1=[O:62])[C:58]([CH3:61])([CH3:60])[CH3:59])[CH2:51][C:52]1[CH:57]=[CH:56][CH:55]=[CH:54][CH:53]=1)[CH2:19][C@H:20]([CH2:21][C:22]1[CH:27]=[CH:26][C:25]([C:28]2[CH:33]=[CH:32][CH:31]=[CH:30][N:29]=2)=[CH:24][CH:23]=1)[NH:34][C:35](=[O:46])[C@H:36]([C:42]([CH3:45])([CH3:43])[CH3:44])[NH:37][C:38](=[O:39])[O:40][CH3:41])=[O:68])[CH3:70] |f:1.2|. Reported procedure: To a solution of the product from Example 195A (0.045 g, 0.052 mmol) in 1,2-dichloromethane (1.5 mL) were added molecular sieves (4 Å, 0.24 g), N,N-dimethylglycine hydrochloride (0.075 g, 0.537 mmol), followed by N-iodosuccinimide (0.013 g, 0.058 mmol), and the mixture was stirred at room temperature for 2 hours. The reaction was filtered through celite. The filtrate was diluted with ethyl acetate and was washed with a mixture of dilute NaHCO3 and Na2S2O3, dried over MgSO4, filtered and evaporat... The reactants are C1(CCCCC1)C(CC(=O)O)C1CCCCC1 (3,3-dicyclohexylpropionic acid), C(C(=O)Cl)(=O)Cl (oxalyl chloride). Reagents/catalysts: CN(C=O)C (dimethylformamide). The solvent is ClCCl (dichloromethane). Reaction conditions: time 1 hour. The product is C1(CCCCC1)C(CC(=O)Cl)C1CCCCC1 (3,3-Dicyclohexylpropionyl chloride). Yield: 98.0%. RXN SMILES: [CH:1]1([CH:7]([CH:12]2[CH2:17][CH2:16][CH2:15][CH2:14][CH2:13]2)[CH2:8][C:9](O)=[O:10])[CH2:6][CH2:5][CH2:4][CH2:3][CH2:2]1.C(Cl)(=O)C([Cl:21])=O>ClCCl.CN(C)C=O>[CH:1]1([CH:7]([CH:12]2[CH2:17][CH2:16][CH2:15][CH2:14][CH2:13]2)[CH2:8][C:9]([Cl:21])=[O:10])[CH2:6][CH2:5][CH2:4][CH2:3][CH2:2]1. Procedure details: A stirred solution of 3,3-dicyclohexylpropionic acid (15.2 g, 0.064 mol) in 225 ml of dichloromethane was cooled to 5° C. and treated with 6.8 ml (0.078 mol) of oxalyl chloride, followed by 10 drops of dimethylformamide. The cooling bath was removed and stirring was continued at room temperature. Gas evolution, which was vigorous initially, essentially ceased after 1 hour. After 3 hours, dichloromethane and excess oxalyl chloride were removed on a rotary evaporator. The residue was taken up in d... RXN SMILES: [C:1]([NH:4][CH:5]1[CH2:14][CH2:13][C:12]2[C:7](=[CH:8][CH:9]=[CH:10][CH:11]=2)[C:6]1=[O:15])(=[O:3])[CH3:2].[BH4-].[Na+].C(O)(=O)C>C(O)C>[C:1]([NH:4][C@@H:5]1[CH2:14][CH2:13][C:12]2[C:7](=[CH:8][CH:9]=[CH:10][CH:11]=2)[C@H:6]1[OH:15])(=[O:3])[CH3:2] |f:1.2|. Starting materials: C(C)(=O)NC1C(C2=CC=CC=C2CC1)=O (2-Acetamido-3,4-dihydronaphthalen-1(2H)-one), [BH4-].[Na+] (sodium borohydride), C(C)(=O)O (Acetic acid). Procedure: To a solution of the 2-acetamido-3,4-dihydronaphthalen-1(2H)-one from Step A in absolute ethanol (150 ml) was added sodium borohydride (2.0 gms, 0.05 m) in portions. The reaction mixture was stirred at room temperature for 1/2 hour. Acetic acid was added dropwise to destroy the excess sodium borohydride. The reaction mixture was poured into water and extracted with ethyl acetate (3×150 ml). The ethyl acetate was washed with saturated aqueous sodium chloride (150 ml) and dried over anhydrous sodi... Run in C(C)O (ethanol). Conditions: time 0.5 hour. Yields the product C(C)(=O)N[C@H]1[C@@H](C2=CC=CC=C2CC1)O (trans-2-Acetamido-1,2,3,4-tetrahydronaphthalen-1-ol). Starting materials: O=C([O-])[O-], COc1ccc(C2=NN(C3CCN(C(=O)c4cc(O)ccc4C)CC3)C(=O)C2(C)C)cc1OC, CC#N, CC(C)I, [K+], [K+]. Yields the product COc1ccc(C2=NN(C3CCN(C(=O)c4cc(OC(C)C)ccc4C)CC3)C(=O)C2(C)C)cc1OC. Reaction SMILES: [C:35](=[O:36])([O-:37])[O-:38].[CH3:1][O:2][c:3]1[cH:4][c:5]([C:11]2=[N:15][N:14]([CH:16]3[CH2:17][CH2:18][N:19]([C:22](=[O:23])[c:24]4[c:25]([CH3:31])[cH:26][cH:27][c:28]([OH:30])[cH:29]4)[CH2:20][CH2:21]3)[C:13](=[O:32])[C:12]2([CH3:33])[CH3:34])[cH:6][cH:7][c:8]1[O:9][CH3:10].[CH3:45][C:46]#[N:47].[I:41][CH:42]([CH3:43])[CH3:44].[K+:39].[K+:40]>>[CH3:1][O:2][c:3]1[cH:4][c:5]([C:11]2=[N:15][N:14]([CH:16]3[CH2:17][CH2:18][N:19]([C:22](=[O:23])[c:24]4[c:25]([CH3:31])[cH:26][cH:27][c:28]([O:30][CH:42]([CH3:43])[CH3:44])[cH:29]4)[CH2:20][CH2:21]3)[C:13](=[O:32])[C:12]2([CH3:33])[CH3:34])[cH:6][cH:7][c:8]1[O:9][CH3:10]. Starting materials: CC(=O)O, Cc1ccc(O)c(F)c1, O, O=[N+]([O-])O. Product: Cc1cc(F)c(O)c([N+](=O)[O-])c1. Reaction SMILES: [CH3:5][C:6](=[O:7])[OH:8].[F:9][c:10]1[c:11]([OH:17])[cH:12][cH:13][c:14]([CH3:16])[cH:15]1.[OH2:18].[OH:1][N+:2]([O-:3])=[O:4]>>[O-:1][N+:2](=[O:4])[c:12]1[c:11]([OH:17])[c:10]([F:9])[cH:15][c:14]([CH3:16])[cH:13]1.